Dataset: the Open Reaction Database (ORD), a public repository of structured organic reaction records. Task: describe an organic reaction: reactants, conditions, products, and yield The reactants are C(#N)CC1=NN(C2=C1C=NC(=C2)NC(=O)N[C@H](C)C2=CC=CC=C2)C(C2=CC=CC=C2)(C2=CC=CC=C2)C2=CC=CC=C2 ((R)-1-(3-(cyanomethyl)-1-trityl-1H-pyrazolo[4,3-c]pyridin-6-yl)-3-(1-phenylethyl)urea), C(=O)(C(F)(F)F)O (TFA). Yields the product C(#N)CC1=NNC2=C1C=NC(=C2)NC(=O)N[C@H](C)C2=CC=CC=C2 ((R)-1-(3-(cyanomethyl)-1H-pyrazolo[4,3-c]pyridin-6-yl)-3-(1-phenylethyl)urea). The yield is 58.3%. As a reaction SMILES: [C:1]([CH2:3][C:4]1[C:8]2[CH:9]=[N:10][C:11]([NH:13][C:14]([NH:16][C@@H:17]([C:19]3[CH:24]=[CH:23][CH:22]=[CH:21][CH:20]=3)[CH3:18])=[O:15])=[CH:12][C:7]=2[N:6](C(C2C=CC=CC=2)(C2C=CC=CC=2)C2C=CC=CC=2)[N:5]=1)#[N:2].C(O)(C(F)(F)F)=O>>[C:1]([CH2:3][C:4]1[C:8]2[CH:9]=[N:10][C:11]([NH:13][C:14]([NH:16][C@@H:17]([C:19]3[CH:20]=[CH:21][CH:22]=[CH:23][CH:24]=3)[CH3:18])=[O:15])=[CH:12][C:7]=2[NH:6][N:5]=1)#[N:2]. Reported procedure: (R)-1-(3-(cyanomethyl)-1-trityl-1H-pyrazolo[4,3-c]pyridin-6-yl)-3-(1-phenylethyl)urea (20 mg, 0.036 mmol) was dissolved in TFA (0.274 ml, 3.55 mmol) and stirred for 30 m at rt. The solvents were removed in vacuo and the residue purified by reverse-phase HPLC to provide pure (R)-1-(3-(cyanomethyl)-1H-pyrazolo[4,3-c]pyridin-6-yl)-3-(1-phenylethyl)urea (9 mg, 0.021 mmol, 58.3% yield). MS ESI Calc'd for C17H16N6O [M+H]+ 321, found 321. Starting materials: OC=1C=C(C=CC1)C=CC(=O)C1=CC=CC=C1 (3-hydroxychalcone), O.NN (hydrazine monohydrate). Solvent: C(C)O (ethanol). The product is OC=1C=C(C=CC1)C1CC(=NN1)C1=CC=CC=C1 (5-(3-hydroxyphenyl)-3-phenyl-2-pyrazoline). Isolated yield 99.8%. RXN SMILES: [OH:1][C:2]1[CH:3]=[C:4]([CH:8]=[CH:9][C:10]([C:12]2[CH:17]=[CH:16][CH:15]=[CH:14][CH:13]=2)=O)[CH:5]=[CH:6][CH:7]=1.O.[NH2:19][NH2:20]>C(O)C>[OH:1][C:2]1[CH:3]=[C:4]([CH:8]2[NH:20][N:19]=[C:10]([C:12]3[CH:17]=[CH:16][CH:15]=[CH:14][CH:13]=3)[CH2:9]2)[CH:5]=[CH:6][CH:7]=1 |f:1.2|. Reported procedure: To a 250 ml round bottom flask equipped with magnetic stirrer and reflux condenser was charged 3.2 g (0.0143 moles) of 3-hydroxychalcone, 50 mls of ethanol and 0.7 g (0.0143 moles) of hydrazine monohydrate. The reaction was refluxed for a total of 2 hours, after which it was cooled to ambient temperature. The resulting solid was collected by vacuum filtration, washed with hexane, and dried in vacuuo at 40° C. overnight to afford 3.4 g of the title compound, 3-phenyl-5-(3-hydroxyphenyl)-2-pyrazol... Starting materials: ClC=1C2=C(SC1C(=O)N1CCOCC1)C=C(C(=C2)O)O ((3-Chloro-5,6-dihydroxy-benzo[b]thiophen-2-yl)-morpholin-4-yl-methanone), [N+](=O)(O)[O-] (nitric acid). Run in C(C)(=O)OCC (ethyl acetate), ClCCl (dichloromethane). Conditions: time 30 minute. Yields the product ClC=1C2=C(SC1C(=O)N1CCOCC1)C(=C(C(=C2)O)O)[N+](=O)[O-] ((3-Chloro-5,6-dihydroxy-7-nitro-benzo[b]thiophen-2-yl)-morpholin-4-yl-methanone). RXN SMILES: [Cl:1][C:2]1[C:3]2[CH:18]=[C:17]([OH:19])[C:16]([OH:20])=[CH:15][C:4]=2[S:5][C:6]=1[C:7]([N:9]1[CH2:14][CH2:13][O:12][CH2:11][CH2:10]1)=[O:8].[N+:21]([O-])([OH:23])=[O:22]>C(OCC)(=O)C.ClCCl>[Cl:1][C:2]1[C:3]2[CH:18]=[C:17]([OH:19])[C:16]([OH:20])=[C:15]([N+:21]([O-:23])=[O:22])[C:4]=2[S:5][C:6]=1[C:7]([N:9]1[CH2:10][CH2:11][O:12][CH2:13][CH2:14]1)=[O:8]. Reported procedure: (3-Chloro-5,6-dihydroxy-benzo[b]thiophen-2-yl)-morpholin-4-yl-methanone (7.7 g) was dissolved in ethyl acetate (500 ml) and a solution of nitric acid in dichloromethane (2M, 13.6 ml) was gradually added at 20° C. into. The solution was stirred 30 min at room temperature and then it was poured into ice-cold water and the resultant solid was filtered and dried in vacuum. The product was recrystallized from acetic acid. Starting materials: N1=C(C=CC=C1)C1=NN2C(C=C(C=C2)C)=N1 (2-(2-Pyridyl)-7-methyl-s-triazolo[1,5-a]pyridine), ClCC(C)=O (chloroacetone). Solvent: CCOCC (ether). The product is [Cl-].C(C(=O)C)[N+]1=C(C=CC=C1)C1=NN2C(C=C(C=C2)C)=N1 (1-acetonyl-2-(7-methyl-s-triazolo[1,5-a]pyridin-2-yl)pyridinium chloride). As a reaction SMILES: [N:1]1[CH:6]=[CH:5][CH:4]=[CH:3][C:2]=1[C:7]1[N:16]=[C:10]2[CH:11]=[C:12]([CH3:15])[CH:13]=[CH:14][N:9]2[N:8]=1.[Cl:17][CH2:18][C:19](=[O:21])[CH3:20]>CCOCC>[Cl-:17].[CH2:18]([N+:1]1[CH:6]=[CH:5][CH:4]=[CH:3][C:2]=1[C:7]1[N:16]=[C:10]2[CH:11]=[C:12]([CH3:15])[CH:13]=[CH:14][N:9]2[N:8]=1)[C:19]([CH3:20])=[O:21] |f:3.4|. Procedure: 2-(2-Pyridyl)-7-methyl-s-triazolo[1,5-a]pyridine (10 g) was added to chloroacetone (30 ml) and the mixture was refluxed for 2 hours. The mixture was cooled, and ether (100 ml) was added. The solid was filtered off, washed with ether, and dried in vacuo to give 1-acetonyl-2-(7-methyl-s-triazolo[1,5-a]pyridin-2-yl)pyridinium chloride. The product was then added to phosphorus trichloride (25 ml) and refluxed for 30 minutes, then cooled, and ether (100 ml) was added. The solid was filtered off, wash... Starting materials: FC1=C(C=C(C=C1)C1=CC=NC2=NC(=CC=C12)C(F)(F)F)OS(=O)(=O)C(F)(F)F (trifluoromethanesulfonic acid 2-fluoro-5-(7-trifluoromethyl[1,8]naphthyridin-4-yl)phenyl ester), CC1(COB(OC1)C=1C(=C(C#N)C=CC1)F)C (3-(5,5-dimethyl[1,3,2]dioxaborinan-2-yl)-2-fluorobenzonitrile), CC1(COB(OC1)C1=CC=CC(=C1C#N)F)C (6-(5,5-dimethyl[1,3,2]dioxaborinan-2-yl)-2-fluorobenzonitrile). Product: FC1=CC=C(C=C1)C1=C2C=CC(=NC2=NC=C1)C(F)(F)F (5-(4-Fluorophenyl)-2-trifluoromethyl[1,8]naphthyridine). RXN SMILES: [F:1][C:2]1[CH:7]=[CH:6][C:5]([C:8]2[C:17]3[C:12](=[N:13][C:14]([C:18]([F:21])([F:20])[F:19])=[CH:15][CH:16]=3)[N:11]=[CH:10][CH:9]=2)=[CH:4][C:3]=1OS(C(F)(F)F)(=O)=O.CC1(C)COB(C2C(F)=C(C=CC=2)C#N)OC1.CC1(C)COB(C2C(C#N)=C(F)C=CC=2)OC1>>[F:1][C:2]1[CH:3]=[CH:4][C:5]([C:8]2[CH:9]=[CH:10][N:11]=[C:12]3[C:17]=2[CH:16]=[CH:15][C:14]([C:18]([F:20])([F:19])[F:21])=[N:13]3)=[CH:6][CH:7]=1. Procedure details: In the attempted coupling of trifluoromethanesulfonic acid 2-fluoro-5-(7-trifluoromethyl[1,8]naphthyridin-4-yl)phenyl ester (30.0 mg, 0.068 mmol) with a 1:1 mixture of 3-(5,5-dimethyl[1,3,2]dioxaborinan-2-yl)-2-fluorobenzonitrile and 6-(5,5-dimethyl[1,3,2]dioxaborinan-2-yl)-2-fluorobenzonitrile (34.4 mg) following the procedure described in Example 35 part c), none of the expected product was obtained. Instead, the triflate was reduced, affording 5-(4-fluorophenyl)-2-trifluoromethyl[1,8]naphthyr... The reactants are C(O)C(CC)(CO)CO (trimethylol propane), CC/C=C/C/C=C/C/C=C/CCCCCCCC(=O)Cl (linolenoyl chloride), CC/C=C/C/C=C/C/C=C/CCCCCCCC(=O)Cl (linolenoyl chloride), C([O-])([O-])=O.[Na+].[Na+] (sodium carbonate), O (water). Solvent: C1=CC=CC=C1 (benzene). Conditions: temperature 180 fahrenheit. The product is C(CCCCCCC\C=C/C\C=C/CCCCC)(=O)O.C(CCCCCCC\C=C/C\C=C/CCCCC)(=O)O.C(O)C(CC)(CO)CO (Trimethylolpropane Dilinoleate). As a reaction SMILES: [CH2:1]([C:3]([CH2:8][OH:9])([CH2:6][OH:7])[CH2:4][CH3:5])[OH:2].[CH3:10][CH2:11]/[CH:12]=[CH:13]/[CH2:14]/[CH:15]=[CH:16]/[CH2:17]/[CH:18]=[CH:19]/[CH2:20][CH2:21][CH2:22][CH2:23][CH2:24][CH2:25][CH2:26][C:27](Cl)=[O:28].[C:30](=[O:33])([O-])[O-:31].[Na+].[Na+].O>C1C=CC=CC=1>[C:27]([OH:28])(=[O:2])[CH2:26][CH2:25][CH2:24][CH2:23][CH2:22][CH2:21][CH2:20]/[CH:19]=[CH:18]\[CH2:17]/[CH:16]=[CH:15]\[CH2:14][CH2:13][CH2:12][CH2:11][CH3:10].[C:30]([OH:31])(=[O:33])[CH2:10][CH2:11][CH2:12][CH2:13][CH2:14][CH2:15][CH2:16]/[CH:17]=[CH:18]\[CH2:19]/[CH:20]=[CH:21]\[CH2:22][CH2:23][CH2:24][CH2:25][CH3:26].[CH2:1]([C:3]([CH2:8][OH:9])([CH2:6][OH:7])[CH2:4][CH3:5])[OH:2] |f:2.3.4,7.8.9|. Procedure: 308.02 grams (2.30 moles) of trimethylol propane (MW-134 g/mole) were dissolved in benzene and dried by refluxing and draining the azeotrope. The dry solution was added to 3 liters of diglyme dried with sodium ribbon. The solution was warmed with stirring in a 12 liter flask to 180° F. 682 grams (2.30 moles) of linolenoyl chloride (MW-296.45 g) was added dropwise over a period of three hours. The mixture was stirred overnight at 180° F. An additional 682 grams (2.30 moles) of linolenoyl chloride... Starting materials: C(=O)(O)C1=CC=C(C=C1)N1N=C(C=C1C1=CC=C(C=C1)SC)C(F)F (1-(4-carboxyphenyl)-3-(difluoromethyl) -5-[4-(methylthio)phenyl]pyrazole), S(=O)(Cl)Cl (thionyl chloride). The product is ClC(=O)C1=CC=C(C=C1)N1N=C(C=C1C1=CC=C(C=C1)SC)C(F)F (1-[4-(chloroformyl)phenyl]-3-(difluoromethyl)-5-[4-(methylthio)phenyl]pyrazole). As a reaction SMILES: [C:1]([C:4]1[CH:9]=[CH:8][C:7]([N:10]2[C:14]([C:15]3[CH:20]=[CH:19][C:18]([S:21][CH3:22])=[CH:17][CH:16]=3)=[CH:13][C:12]([CH:23]([F:25])[F:24])=[N:11]2)=[CH:6][CH:5]=1)(O)=[O:2].S(Cl)([Cl:28])=O>>[Cl:28][C:1]([C:4]1[CH:9]=[CH:8][C:7]([N:10]2[C:14]([C:15]3[CH:20]=[CH:19][C:18]([S:21][CH3:22])=[CH:17][CH:16]=3)=[CH:13][C:12]([CH:23]([F:25])[F:24])=[N:11]2)=[CH:6][CH:5]=1)=[O:2]. Procedure: A mixture of 1-(4-carboxyphenyl)-3-(difluoromethyl) -5-[4-(methylthio)phenyl]pyrazole (2 g) and thionyl chloride (20 ml) was refluxed for 3 hours, and concentrated in vacuo, giving 1-[4-(chloroformyl)phenyl]-3-(difluoromethyl)-5-[4-(methylthio)phenyl]pyrazole. A solution of diethyl malonate (1.4 g) and ethanol (0.3 ml) in diethyl ether (15 ml) was added dropwise to a stirred mixture of magnesium (0.16 g), ethanol (0.2 ml) and carbon tetrachloride (0.36 ml) in diethyl ether (5 ml). The resulting ...